Dataset: the Open Reaction Database (ORD), a public repository of structured organic reaction records. Task: describe an organic reaction: reactants, conditions, products, and yield Reactants: CC1(O[C@H]2[C@@H](O1)O[C@@H](C2)[C@H](CC)O)C ((1S)-1-[(3aR,5S,6aR)-2,2-dimethyl-3a,5,6,6a-tetrahydrofuro[2,3-d][1,3]dioxol-5-yl]propan-1-ol), CC1(O[C@H]2[C@@H](O1)O[C@@H](C2)[C@H](CC)O)C ((1S)-1-[(3aR,5S,6aR)-2,2-dimethyl-3a,5,6,6a-tetrahydrofuro[2,3-d][1,3]dioxol-5-yl]propan-1-ol), TEA, C(C)(=O)OC(C)=O (acetic anhydride). Reagents/catalysts: CN(C)C=1C=CN=CC1 (DMAP). Solvent: C(Cl)Cl (DCM). Reaction conditions: temperature 22 celsius, time 10 hour. The product is CC1(O[C@H]2[C@@H](O1)O[C@@H](C2)[C@H](CC)OC(C)=O)C ([(1S)-1-[(3aR,5S,6aR)-2,2-dimethyl-3a,5,6,6a-tetrahydrofuro[2,3-d][1,3]dioxol-5-yl]propyl]acetate). The yield is 79.4%. Reaction SMILES: [CH3:1][C:2]1([CH3:14])[O:6][C@H:5]2[O:7][C@H:8]([C@@H:10]([OH:13])[CH2:11][CH3:12])[CH2:9][C@H:4]2[O:3]1.[C:15](OC(=O)C)(=[O:17])[CH3:16]>CN(C1C=CN=CC=1)C.C(Cl)Cl>[CH3:14][C:2]1([CH3:1])[O:6][C@H:5]2[O:7][C@H:8]([C@@H:10]([O:13][C:15](=[O:17])[CH3:16])[CH2:11][CH3:12])[CH2:9][C@H:4]2[O:3]1. Reported procedure: To a stirred solution of (1S)-1-[(3aR,5S,6aR)-2,2-dimethyl-3a,5,6,6a-tetrahydrofuro[2,3-d][1,3]dioxol-5-yl]propan-1-ol (compound 6e, 13.5 g, 67 mmol), TEA (81 g, 804 mmol), DMAP (1.6 g, 13 mmol) in anhydrous DCM (150 mL) was added acetic anhydride (62 g, 603 mmol). After being stirred at 22° C. for 10 hours, the reaction was quenched by the saturated NaHCO3 solution. The organic layer was separated and the aqueous phase was extracted with EtOAc. The combined organic layers were dried over Na2SO4...